This data is from the Open Reaction Database (ORD), a public repository of structured organic reaction records. The task is: describe an organic reaction: reactants, conditions, products, and yield Yields the product Cc1nnnn1-c1ccc(C(=CC2CCCC2)C(=O)Nc2nccs2)cc1F. RXN SMILES: [Br:20][N:21]1[C:22](=[O:23])[CH2:24][CH2:25][C:26]1=[O:27].[CH2:57]([Cl:58])[Cl:59].[CH:28]1([CH:33]=[C:34]([C:35](=[O:36])[OH:37])[c:38]2[cH:39][c:40]([F:50])[c:41](-[n:44]3[n:45][n:46][n:47][c:48]3[CH3:49])[cH:42][cH:43]2)[CH2:29][CH2:30][CH2:31][CH2:32]1.[NH2:51][c:52]1[s:53][cH:54][cH:55][n:56]1.[c:1]1([P:2]([c:3]2[cH:4][cH:5][cH:6][cH:7][cH:8]2)[c:9]2[cH:10][cH:11][cH:12][cH:13][cH:14]2)[cH:15][cH:16][cH:17][cH:18][cH:19]1>>[CH:28]1([CH:33]=[C:34]([C:35](=[O:36])[NH:51][c:52]2[s:53][cH:54][cH:55][n:56]2)[c:38]2[cH:39][c:40]([F:50])[c:41](-[n:44]3[n:45][n:46][n:47][c:48]3[CH3:49])[cH:42][cH:43]2)[CH2:29][CH2:30][CH2:31][CH2:32]1. The reactants are O=C1CCC(=O)N1Br, ClCCl, Cc1nnnn1-c1ccc(C(=CC2CCCC2)C(=O)O)cc1F, Nc1nccs1, c1ccc(P(c2ccccc2)c2ccccc2)cc1. The reactants are FC1=CC=C2C(=CNC2=C1C#N)C=O (6-fluoro-3-formyl-1H-indole-7-carbonitrile), C1(=CC=CC=C1)P(C1=CC=CC=C1)(C1=CC=CC=C1)=CC(=O)OCC (ethyl (triphenylphosphoranylidene)acetate). The solvent is CC#N (CH3CN). Product: C(#N)C=1C(=CC=C2C(=CNC12)/C=C/C(=O)OCC)F (Ethyl (2E)-3-(7-cyano-6-fluoro-1H-indol-3-yl)-2-propenoate). Yield: 58.3%. RXN SMILES: [F:1][C:2]1[C:10]([C:11]#[N:12])=[C:9]2[C:5]([C:6]([CH:13]=O)=[CH:7][NH:8]2)=[CH:4][CH:3]=1.C1(P(=[CH:34][C:35]([O:37][CH2:38][CH3:39])=[O:36])(C2C=CC=CC=2)C2C=CC=CC=2)C=CC=CC=1>CC#N>[C:11]([C:10]1[C:2]([F:1])=[CH:3][CH:4]=[C:5]2[C:9]=1[NH:8][CH:7]=[C:6]2/[CH:13]=[CH:34]/[C:35]([O:37][CH2:38][CH3:39])=[O:36])#[N:12]. Procedure: To a mixture of 6-fluoro-3-formyl-1H-indole-7-carbonitrile (D142) (3 g) in CH3CN (30 mL) was added ethyl (triphenylphosphoranylidene)acetate (11.1 g). The reaction was heated to reflux overnight. After the mixture was filtered, the filtrate was concentrated and purified by column chromatography to afford ethyl (2E)-3-(7-cyano-6-fluoro-1H-indol-3-yl)-2-propenoate (D143) (2.4 g) as a light yellow solid. Reactants: ICC1CCCC1 (iodomethylcyclopentane), C(C)(C)[N-]C(C)C.[Li+] (lithium diisopropylamide), COC(CC1=CC=C(C=C1)OCC1=CC=CC=C1)=O ((4-benzyloxy-phenyl)-acetic acid methyl ester). Run in CN1C(N(CCC1)C)=O (1,3-dimethyl-3,4,5,6-tetrahydro-2(1H)-pyrimidinone), O1CCCC1.CN1C(N(CCC1)C)=O (tetrahydrofuran 1,3-dimethyl-3,4,5,6-tetrahydro-2(1H)-pyrimidinone). Run at temperature -78 celsius, time 45 minute. The product is hexanes ethyl acetate, COC(C(CC1CCCC1)C1=CC=C(C=C1)OCC1=CC=CC=C1)=O (2-(4-benzyloxy-phenyl)-3-cyclopentyl-propionic acid methyl ester). The yield is 86.6%. RXN SMILES: C([N-]C(C)C)(C)C.[Li+].[CH3:9][O:10][C:11](=[O:27])[CH2:12][C:13]1[CH:18]=[CH:17][C:16]([O:19][CH2:20][C:21]2[CH:26]=[CH:25][CH:24]=[CH:23][CH:22]=2)=[CH:15][CH:14]=1.I[CH2:29][CH:30]1[CH2:34][CH2:33][CH2:32][CH2:31]1>O1CCCC1.CN1CCCN(C)C1=O.CN1CCCN(C)C1=O>[CH3:9][O:10][C:11](=[O:27])[CH:12]([C:13]1[CH:18]=[CH:17][C:16]([O:19][CH2:20][C:21]2[CH:22]=[CH:23][CH:24]=[CH:25][CH:26]=2)=[CH:15][CH:14]=1)[CH2:29][CH:30]1[CH2:34][CH2:33][CH2:32][CH2:31]1 |f:0.1,4.5|. Procedure details: A solution of freshly prepared lithium diisopropylamide (23 mL of a 0.31M stock solution, 7.13 mmol) was cooled to −78° C. and then treated with a solution of (4-benzyloxy-phenyl)-acetic acid methyl ester (1.66 g, 6.48 mmol) in tetrahydrofuran/1,3-dimethyl-3,4,5,6-tetrahydro-2(1H)-pyrimidinone (16.1 mL, 3:1). The resulting solution was stirred at −78° C. for 45 min. At this time, the reaction was treated with a solution of iodomethylcyclopentane (1.50 g, 7.13 mmol) in 1,3-dimethyl-3,4,5,6-tetrah... The reactants are [BH3-]C#N, Cc1cc(C)nc(C=O)c1, Nc1ccc([N+](=O)[O-])cc1, [Na+], C1CCOC1, O, O=S(=O)(O)O. Yields the product Cc1cc(C)nc(CNc2ccc([N+](=O)[O-])cc2)c1. Reaction SMILES: [C:26]([BH3-:27])#[N:28].[CH3:11][c:12]1[cH:13][c:14]([CH:19]=[O:20])[n:15][c:16]([CH3:18])[cH:17]1.[N+:1](=[O:2])([O-:3])[c:4]1[cH:5][cH:6][c:7]([NH2:8])[cH:9][cH:10]1.[Na+:29].[O:30]1[CH2:31][CH2:32][CH2:33][CH2:34]1.[OH2:35].[S:21](=[O:22])(=[O:23])([OH:24])[OH:25]>>[N+:1](=[O:2])([O-:3])[c:4]1[cH:5][cH:6][c:7]([NH:8][CH2:19][c:14]2[cH:13][c:12]([CH3:11])[cH:17][c:16]([CH3:18])[n:15]2)[cH:9][cH:10]1. Reactants: CNCCCN1CCc2cc(OC)c(OC)cc2CC1=O, Nc1c(Br)cc(CCCl)cc1Br. Yields the product COc1cc2c(cc1OC)CC(=O)N(CCCN(C)CCc1cc(Br)c(N)c(Br)c1)CC2. RXN SMILES: [CH3:1][O:2][c:3]1[cH:4][c:5]2[c:6]([cH:18][c:19]1[O:20][CH3:21])[CH2:7][C:8](=[O:17])[N:9]([CH2:12][CH2:13][CH2:14][NH:15][CH3:16])[CH2:10][CH2:11]2.[NH2:22][c:23]1[c:24]([Br:33])[cH:25][c:26]([CH2:30][CH2:31][Cl:32])[cH:27][c:28]1[Br:29]>>[CH3:1][O:2][c:3]1[cH:4][c:5]2[c:6]([cH:18][c:19]1[O:20][CH3:21])[CH2:7][C:8](=[O:17])[N:9]([CH2:12][CH2:13][CH2:14][N:15]([CH3:16])[CH2:31][CH2:30][c:26]1[cH:25][c:24]([Br:33])[c:23]([NH2:22])[c:28]([Br:29])[cH:27]1)[CH2:10][CH2:11]2. Reactants: C[Si](C)(C)[N-][Si](C)(C)C.[Na+] (sodium bis(trimethylsilyl)amide), O=C1CC[C@@H]([C@H](C1)C(=O)OC)C(=O)N1CCN(CC1)C1=CC=CC=C1 (methyl(1S,2S)-5-oxo-2-[(4-phenylpiperazin-1-yl)carbonyl]cyclohexanecarboxylate), [Br-].C(C1=CC=CC=C1)[P+](C1=CC=CC=C1)(C1=CC=CC=C1)C1=CC=CC=C1 (benzyltriphenylphosphonium bromide). Solvent: O1CCCC1 (tetrahydrofuran), C1CCOC1 (THF), C1CCOC1 (THF). Run at time 1 hour. Yields the product C(/C1=CC=CC=C1)=C\1/CC[C@@H]([C@H](C1)C(=O)OC)C(=O)N1CCN(CC1)C1=CC=CC=C1 (methyl(1S,2S,5E)-5-benzylidene-2-[(4-phenylpiperazin-1-yl)carbonyl]-cyclohexanecarboxylate). RXN SMILES: [Br-].[CH2:2]([P+](C1C=CC=CC=1)(C1C=CC=CC=1)C1C=CC=CC=1)[C:3]1[CH:8]=[CH:7][CH:6]=[CH:5][CH:4]=1.C[Si]([N-][Si](C)(C)C)(C)C.[Na+].O=[C:39]1[CH2:44][C@H:43]([C:45]([O:47][CH3:48])=[O:46])[C@@H:42]([C:49]([N:51]2[CH2:56][CH2:55][N:54]([C:57]3[CH:62]=[CH:61][CH:60]=[CH:59][CH:58]=3)[CH2:53][CH2:52]2)=[O:50])[CH2:41][CH2:40]1>C1COCC1>[CH:2](=[C:39]1/[CH2:40][CH2:41][C@H:42]([C:49]([N:51]2[CH2:56][CH2:55][N:54]([C:57]3[CH:62]=[CH:61][CH:60]=[CH:59][CH:58]=3)[CH2:53][CH2:52]2)=[O:50])[C@@H:43]([C:45]([O:47][CH3:48])=[O:46])[CH2:44]/1)/[C:3]1[CH:8]=[CH:7][CH:6]=[CH:5][CH:4]=1 |f:0.1,2.3|. Procedure: To a suspension of benzyltriphenylphosphonium bromide (0.397 g, 0.000880 mol) in anhydrous THF (3.0 mL) at rt was added 1.00 M of sodium bis(trimethylsilyl)amide in tetrahydrofuran (0.880 mL) dropwise. The resulting orange suspension was stirred at rt for 1 h, a solution of methyl(1S,2S)-5-oxo-2-[(4-phenylpiperazin-1-yl)carbonyl]cyclohexanecarboxylate (202 mg, 0.000586 mol) in anhydrous THF (3.0 mL) was then added via cannula. The reaction mixture was stirred at rt for 18 h. The reaction was que...